This data is from the Open Reaction Database (ORD), a public repository of structured organic reaction records. The task is: describe an organic reaction: reactants, conditions, products, and yield The reactants are Cl.Cl.C1(CCCC1)(CN)CN (1,1-cyclopentanedimethanamine, dihydrochloride), Cl (hydrochloric acid). Reagents/catalysts: Cl[Pt-2](Cl)(Cl)Cl.[K+].[K+] (potassium tetrachloroplatinate). Solvent: [OH-].[Na+] (sodium hydroxide). Reaction conditions: time 4 hour. Product: C1(CCCC1)(CN)CN (1,1-cyclopentanedimethanamine). RXN SMILES: Cl.Cl.[C:3]1([CH2:10][NH2:11])([CH2:8][NH2:9])[CH2:7][CH2:6][CH2:5][CH2:4]1.Cl>[OH-].[Na+].Cl[Pt-2](Cl)(Cl)Cl.[K+].[K+]>[C:3]1([CH2:10][NH2:11])([CH2:8][NH2:9])[CH2:7][CH2:6][CH2:5][CH2:4]1 |f:0.1.2,4.5,6.7.8|. Procedure details: A 2.01 g portion of this amine derivative was dissolved in 20 ml of 1N sodium hydroxide, the pH was adjusted to 7.0 with hydrochloric acid and 4.15 g of potassium tetrachloroplatinate was added. The mixture was stirred for 4 hours, then the solid was collected, washed with water and dried, giving 2.1 g of 1,1-cyclopentanedimethanamine, compound with platinum chloride. The reagents and catalysts are C=1C=CC(=CC1)[P](C=2C=CC=CC2)(C=3C=CC=CC3)[Pd]([P](C=4C=CC=CC4)(C=5C=CC=CC5)C=6C=CC=CC6)([P](C=7C=CC=CC7)(C=8C=CC=CC8)C=9C=CC=CC9)[P](C=1C=CC=CC1)(C=1C=CC=CC1)C=1C=CC=CC1 (tetrakis(triphenylphosphine)palladium). Reported procedure: 2.16 g of methyl 5-bromonicotinate and 350 mg of tetrakis(triphenylphosphine)palladium were dissolved in 20 ml of toluene, and under a nitrogen current, 10 ml of a 2M aqueous solution of sodium carbonate and a suspension of 1.82 g of (4-methoxyphenyl)boric acid in 5 ml of methanol were added. The mixture was stirred at a bath temperature of 80° C. for 12 hours. To the reaction solution were added 100 ml of methylene chloride, 50 ml of a 2M aqueous solution of sodium carbonate and 5 ml of conc. a... Reaction conditions: temperature 80 celsius, time 12 hour. The reactants are aqueous solution, C([O-])([O-])=O.[Na+].[Na+] (sodium carbonate), N (ammonia), BrC=1C=NC=C(C(=O)OC)C1 (methyl 5-bromonicotinate), aqueous solution, C([O-])([O-])=O.[Na+].[Na+] (sodium carbonate), COC1=CC=C(C=C1)OB(O)O ((4-methoxyphenyl)boric acid). The solvent is C(Cl)Cl (methylene chloride), C1(=CC=CC=C1)C (toluene), CO (methanol). Yield: 24.7%. Yields the product COC1=CC=C(C=C1)C=1C=NC=C(C(=O)OC)C1 (methyl 5-(4-methoxyphenyl)nicotinate). Reaction SMILES: Br[C:2]1[CH:3]=[N:4][CH:5]=[C:6]([CH:11]=1)[C:7]([O:9][CH3:10])=[O:8].C(=O)([O-])[O-].[Na+].[Na+].[CH3:18][O:19][C:20]1[CH:25]=[CH:24][C:23](OB(O)O)=[CH:22][CH:21]=1.N>C1(C)C=CC=CC=1.CO.C1C=CC([P]([Pd]([P](C2C=CC=CC=2)(C2C=CC=CC=2)C2C=CC=CC=2)([P](C2C=CC=CC=2)(C2C=CC=CC=2)C2C=CC=CC=2)[P](C2C=CC=CC=2)(C2C=CC=CC=2)C2C=CC=CC=2)(C2C=CC=CC=2)C2C=CC=CC=2)=CC=1.C(Cl)Cl>[CH3:18][O:19][C:20]1[CH:25]=[CH:24][C:23]([C:2]2[CH:3]=[N:4][CH:5]=[C:6]([CH:11]=2)[C:7]([O:9][CH3:10])=[O:8])=[CH:22][CH:21]=1 |f:1.2.3,^1:43,45,64,83|.